This data is from the Open Reaction Database (ORD), a public repository of structured organic reaction records. The task is: describe an organic reaction: reactants, conditions, products, and yield Reactants: ClCCl, CN(C)CCOc1ccc(-c2cn(-c3ccncc3)c3cc(N4CCN(C(=O)OC(C)(C)C)CC4)ccc23)cc1, O=C(O)C(F)(F)F. Yields the product CN(C)CCOc1ccc(-c2cn(-c3ccncc3)c3cc(N4CCNCC4)ccc23)cc1. As a reaction SMILES: [CH2:48]([Cl:49])[Cl:50].[CH3:8][N:9]([CH2:10][CH2:11][O:12][c:13]1[cH:14][cH:15][c:16](-[c:19]2[cH:20][n:21](-[c:41]3[cH:42][cH:43][n:44][cH:45][cH:46]3)[c:22]3[cH:23][c:24]([N:28]4[CH2:29][CH2:30][N:31]([C:34]([O:35][C:36]([CH3:37])([CH3:38])[CH3:39])=[O:40])[CH2:32][CH2:33]4)[cH:25][cH:26][c:27]23)[cH:17][cH:18]1)[CH3:47].[OH:1][C:2]([C:3]([F:4])([F:5])[F:6])=[O:7]>>[CH3:8][N:9]([CH2:10][CH2:11][O:12][c:13]1[cH:14][cH:15][c:16](-[c:19]2[cH:20][n:21](-[c:41]3[cH:42][cH:43][n:44][cH:45][cH:46]3)[c:22]3[cH:23][c:24]([N:28]4[CH2:29][CH2:30][NH:31][CH2:32][CH2:33]4)[cH:25][cH:26][c:27]23)[cH:17][cH:18]1)[CH3:47]. Reactants: CC(C)(C)OC(=O)N1CC(O)CC1C(=O)OCC(=O)c1ccc(Br)cc1, CC#N, CCOC(C)=O, O=C(O)C(F)(F)S(=O)(=O)F. The product is CC(C)(C)OC(=O)N1CC(OC(F)F)CC1C(=O)OCC(=O)c1ccc(Br)cc1. Reaction SMILES: [C:1]([CH3:2])([CH3:3])([CH3:4])[O:5][C:6](=[O:7])[N:8]1[CH:9]([C:14](=[O:15])[O:16][CH2:17][C:18](=[O:19])[c:20]2[cH:21][cH:22][c:23]([Br:26])[cH:24][cH:25]2)[CH2:10][CH:11]([OH:13])[CH2:12]1.[CH3:37][C:38]#[N:39].[CH3:40][CH2:41][O:42][C:43](=[O:44])[CH3:45].[F:27][C:28]([S:29]([F:30])(=[O:31])=[O:32])([C:33]([OH:34])=[O:35])[F:36]>>[C:1]([CH3:2])([CH3:3])([CH3:4])[O:5][C:6](=[O:7])[N:8]1[CH:9]([C:14](=[O:15])[O:16][CH2:17][C:18](=[O:19])[c:20]2[cH:21][cH:22][c:23]([Br:26])[cH:24][cH:25]2)[CH2:10][CH:11]([O:13][CH:28]([F:27])[F:36])[CH2:12]1. The reactants are FC1=C(OC=2C=NN(C(C2)=O)C(C(=O)O)CC(C)C)C(=CC=C1)F (2-[4-(2,6-difluoro-phenoxy)-6-oxo-6H-pyridazin-1-yl]-4-methyl-pentanoic acid), NC1=NN(C=C1)CC(C)(O)C (1-(3-amino-pyrazol-1-yl)-2-methyl-propan-2-ol), FC1=C(OC=2C=NN(C(C2)=O)C(C(=O)O)CC(C)C)C(=CC=C1)F (2-[4-(2,6-difluoro-phenoxy)-6-oxo-6H-pyridazin-1-yl]-4-methyl-pentanoic acid), NC1=NN(C=C1)CC(C)(O)C (1-(3-amino-pyrazol-1-yl)-2-methyl-propan-2-ol). Product: OC(CN1N=C(C=C1)NC(C(CC(C)C)N1N=CC(=CC1=O)OC1=C(C=CC=C1F)F)=O)(C)C (2-[4-(2,6-difluoro-phenoxy)-6-oxo-6H-pyridazin-1-yl]-4-methyl-pentanoic acid [1-(2-hydroxy-2-methyl-propyl)-1H-pyrazol-3-yl]-amide). Isolated yield 45.0%. Reaction SMILES: [F:1][C:2]1[CH:23]=[CH:22][CH:21]=[C:20]([F:24])[C:3]=1[O:4][C:5]1[CH:6]=[N:7][N:8]([CH:12]([CH2:16][CH:17]([CH3:19])[CH3:18])[C:13]([OH:15])=O)[C:9](=[O:11])[CH:10]=1.[NH2:25][C:26]1[CH:30]=[CH:29][N:28]([CH2:31][C:32]([CH3:35])([OH:34])[CH3:33])[N:27]=1>>[OH:34][C:32]([CH3:35])([CH3:33])[CH2:31][N:28]1[CH:29]=[CH:30][C:26]([NH:25][C:13](=[O:15])[CH:12]([N:8]2[C:9](=[O:11])[CH:10]=[C:5]([O:4][C:3]3[C:2]([F:1])=[CH:23][CH:22]=[CH:21][C:20]=3[F:24])[CH:6]=[N:7]2)[CH2:16][CH:17]([CH3:19])[CH3:18])=[N:27]1. Procedure details: Using the method described in Example 17, 2-[4-(2,6-difluoro-phenoxy)-6-oxo-6H-pyridazin-1-yl]-4-methyl-pentanoic acid (Intermediate 28) and 1-(3-amino-pyrazol-1-yl)-2-methyl-propan-2-ol (Intermediate 1) afforded 2-[4-(2,6-difluoro-phenoxy)-6-oxo-6H-pyridazin-1-yl]-4-methyl-pentanoic acid [1-(2-hydroxy-2-methyl-propyl)-1H-pyrazol-3-yl]-amide as a white solid (0.63 g, 45%); ES+-HRMS m/e calcd for C23H27N5O4F2 [M+H+] 476.2104 found 476.2104. 1H-NMR (400 MHz, DMSO-d6) δ ppm 0.87 (d, J=6.6 Hz, 3H) 0... Reactants: C(C1=CC=CC=C1)OC1=CC=C(C=N1)CN1N=CC(=C1)C=1C=C(C=C(C1)C)NC1=NC=CC(=N1)C(F)F (N-[3-(1-{[6-(benzyloxy)pyridin-3-yl]methyl}-1H-pyrazol-4-yl)-5-methylphenyl]-4-(difluoromethyl)pyrimidin-2-amine). Reagents/catalysts: [OH-].[OH-].[Pd+2] (palladium hydroxide on carbon). The solvent is CO (methanol). Reaction conditions: temperature 25 celsius, time 12 hour. Yields the product FC(C1=NC(=NC=C1)NC=1C=C(C=C(C1)C)C=1C=NN(C1)CC=1C=CC(NC1)=O)F (5-{[4-(3-{[4-(difluoromethyl)pyrimidin-2-yl]amino}-5-methylphenyl)-1H-pyrazol-1-yl]methyl}pyridin-2(1H)-one). Reaction SMILES: C([O:8][C:9]1[N:14]=[CH:13][C:12]([CH2:15][N:16]2[CH:20]=[C:19]([C:21]3[CH:22]=[C:23]([NH:28][C:29]4[N:34]=[C:33]([CH:35]([F:37])[F:36])[CH:32]=[CH:31][N:30]=4)[CH:24]=[C:25]([CH3:27])[CH:26]=3)[CH:18]=[N:17]2)=[CH:11][CH:10]=1)C1C=CC=CC=1>CO.[OH-].[OH-].[Pd+2]>[F:37][CH:35]([F:36])[C:33]1[CH:32]=[CH:31][N:30]=[C:29]([NH:28][C:23]2[CH:22]=[C:21]([C:19]3[CH:18]=[N:17][N:16]([CH2:15][C:12]4[CH:11]=[CH:10][C:9](=[O:8])[NH:14][CH:13]=4)[CH:20]=3)[CH:26]=[C:25]([CH3:27])[CH:24]=2)[N:34]=1 |f:2.3.4|. Procedure details: To a solution of N-[3-(1-{[6-(benzyloxy)pyridin-3-yl]methyl}-1H-pyrazol-4-yl)-5-methylphenyl]-4-(difluoromethyl)pyrimidin-2-amine (80 mg, 0.16 mmol) in methanol (20 mL) was added palladium hydroxide on carbon (20 wt %, 8 mg). The reaction mixture was stirred at 25° C. under a hydrogen atmosphere (1 atm) for 12 hours. The mixture was then filtered and concentrated under reduced pressure. The residue was purified by reverse phase HPLC to give the 5-{[4-(3-{[4-(difluoromethyl)pyrimidin-2-yl]amino}-... The reactants are C1OC=2C=C(N)C=CC2O1 (3,4-methylenedioxyaniline), ClC1=NC=C(C=C1[N+](=O)[O-])[N+](=O)[O-] (2-chloro-3,5-dinitropyridine). Run in CO (methanol). Product: C1OC=2C=C(NC3=NC=C(C=C3[N+](=O)[O-])[N+](=O)[O-])C=CC2O1 (2-(3,4-methylenedioxyanilino)-3,5-dinitropyridine). Reaction SMILES: [CH2:1]1[O:10][C:9]2[CH:8]=[CH:7][C:5]([NH2:6])=[CH:4][C:3]=2[O:2]1.Cl[C:12]1[C:17]([N+:18]([O-:20])=[O:19])=[CH:16][C:15]([N+:21]([O-:23])=[O:22])=[CH:14][N:13]=1>CO>[CH2:1]1[O:10][C:9]2[CH:8]=[CH:7][C:5]([NH:6][C:12]3[C:17]([N+:18]([O-:20])=[O:19])=[CH:16][C:15]([N+:21]([O-:23])=[O:22])=[CH:14][N:13]=3)=[CH:4][C:3]=2[O:2]1. Reported procedure: To a stirred solution of 12.0 g. (0.0875 mole) of 3,4-methylenedioxyaniline in 100 ml. of methanol, was added with stirring 8.0 g. (0.04 mole) of 2-chloro-3,5-dinitropyridine. Within one minute the mixture had crystallized. To complete the reaction, the mixture was heated on a steam bath for 15 minutes, then cooled and filtered to give 11.0 g. of product. A small amount recrystallized from methanol melted at 187°-188° C. Starting materials: Cl, COc1cc(N)c(Cl)cc1C(=O)NC1CCN(CCC(O)C(OC)(OC)c2ccc(F)cc2)CC1OC, N, O. Yields the product COc1cc(N)c(Cl)cc1C(=O)NC1CCN(CCC(O)C(=O)c2ccc(F)cc2)CC1OC. RXN SMILES: [ClH:38].[NH2:1][c:2]1[cH:3][c:4]([O:36][CH3:37])[c:5]([C:6](=[O:7])[NH:8][CH:9]2[CH:10]([O:31][CH3:32])[CH2:11][N:12]([CH2:15][CH2:16][CH:17]([C:18]([O:19][CH3:22])([O:20][CH3:21])[c:23]3[cH:24][cH:25][c:26]([F:29])[cH:27][cH:28]3)[OH:30])[CH2:13][CH2:14]2)[cH:33][c:34]1[Cl:35].[NH3:39].[OH2:40]>>[NH2:1][c:2]1[cH:3][c:4]([O:36][CH3:37])[c:5]([C:6](=[O:7])[NH:8][CH:9]2[CH:10]([O:31][CH3:32])[CH2:11][N:12]([CH2:15][CH2:16][CH:17]([C:18](=[O:19])[c:23]3[cH:24][cH:25][c:26]([F:29])[cH:27][cH:28]3)[OH:30])[CH2:13][CH2:14]2)[cH:33][c:34]1[Cl:35].